This data is from the Open Reaction Database (ORD), a public repository of structured organic reaction records. The task is: describe an organic reaction: reactants, conditions, products, and yield Reaction SMILES: [CH2:1]([O:4][C:5]1[C:6](/[C:19](/[CH2:24][CH3:25])=[C:20](/[F:23])\[CH2:21][OH:22])=[CH:7][C:8]2[C:9]([CH3:18])([CH3:17])[CH2:10][CH2:11][C:12]([CH3:16])([CH3:15])[C:13]=2[CH:14]=1)[CH2:2][CH3:3].C([N+](CCC)(CCC)CCC)CC.C[N+]1([O-])CCOCC1>ClCCl.C(#N)C>[CH2:1]([O:4][C:5]1[C:6](/[C:19](/[CH2:24][CH3:25])=[C:20](/[F:23])\[CH:21]=[O:22])=[CH:7][C:8]2[C:9]([CH3:17])([CH3:18])[CH2:10][CH2:11][C:12]([CH3:16])([CH3:15])[C:13]=2[CH:14]=1)[CH2:2][CH3:3]. Procedure: A solution of (E)-3-(3-propoxy-5,5,8,8-tetramethyl-5,6,7,8-tetrahydronaphthalen-2-yl)-2-fluoropent-2-enol (2.05 g, 6.13 mmol) in dichloromethane (81 mL) and acetonitrile (16 mL) was treated with tetrapropylammonium peruthenate (0.305 g, 0.92 mmol), 4 Å molecular sieves (0.442 g), and N-methylmorpholine-N-oxide (2.41 g, 15.3 mmol), and the solution was stirred for 0.5 h at ambient temperature. The mixture was filtered through a sintered glass funnel containing a bed of silica gel about 1 inch thi... The solvent is ClCCl (dichloromethane), C(C)#N (acetonitrile). Yields the product C(CC)OC=1C(=CC=2C(CCC(C2C1)(C)C)(C)C)/C(=C(\C=O)/F)/CC ((E)-3-(3-Propoxy-5,5,8,8-tetramethyl-5,6,7,8-tetrahydronaphthalen-2-yl)-2-fluoropent-2-enal). Starting materials: C(CC)OC=1C(=CC=2C(CCC(C2C1)(C)C)(C)C)/C(=C(\CO)/F)/CC ((E)-3-(3-propoxy-5,5,8,8-tetramethyl-5,6,7,8-tetrahydronaphthalen-2-yl)-2-fluoropent-2-enol), C(CC)[N+](CCC)(CCC)CCC (tetrapropylammonium), C[N+]1(CCOCC1)[O-] (N-methylmorpholine-N-oxide). Reaction conditions: time 0.5 hour.